The task is: describe an organic reaction: reactants, conditions, products, and yield. This data is from the Open Reaction Database (ORD), a public repository of structured organic reaction records. Reactants: IC=1C=C(C=CC1)C (3-iodotoluene), OC(C(=O)OC)C=C (methyl 2-hydroxy-3-butenoate). Yields the product CC=1C=C(C=CC1)CCC(C(=O)OC)=O (Methyl 4-(3-methylphenyl)-2-oxobutyrate). As a reaction SMILES: I[C:2]1[CH:3]=[C:4]([CH3:8])[CH:5]=[CH:6][CH:7]=1.[OH:9][CH:10]([CH:15]=[CH2:16])[C:11]([O:13][CH3:14])=[O:12]>>[CH3:8][C:4]1[CH:3]=[C:2]([CH2:16][CH2:15][C:10](=[O:9])[C:11]([O:13][CH3:14])=[O:12])[CH:7]=[CH:6][CH:5]=1. Procedure: Methyl 4-(3-methylphenyl)-2-oxobutyrate was prepared as a pale yellow oil from 3-iodotoluene and methyl 2-hydroxy-3-butenoate. Reactants: CCCCCCCCCCCC(=O)[O-], CCCCCCCCCCCC(=O)[O-], CCCC[Sn+2]CCCC, CN=C=O, Cc1ccccc1, O=C1NCCCCC1Sc1ccc(Cl)cc1. Yields the product CNC(=O)N1CCCCC(Sc2ccc(Cl)cc2)C1=O. Reaction SMILES: [C:21]([O-:22])(=[O:23])[CH2:24][CH2:25][CH2:26][CH2:27][CH2:28][CH2:29][CH2:30][CH2:31][CH2:32][CH2:33][CH3:34].[C:35]([O-:36])(=[O:37])[CH2:38][CH2:39][CH2:40][CH2:41][CH2:42][CH2:43][CH2:44][CH2:45][CH2:46][CH2:47][CH3:48].[CH2:49]([Sn+2:50][CH2:51][CH2:52][CH2:53][CH3:54])[CH2:55][CH2:56][CH3:57].[CH3:17][N:18]=[C:19]=[O:20].[CH3:58][c:59]1[cH:60][cH:61][cH:62][cH:63][cH:64]1.[Cl:1][c:2]1[cH:3][cH:4][c:5]([S:8][CH:9]2[C:10](=[O:16])[NH:11][CH2:12][CH2:13][CH2:14][CH2:15]2)[cH:6][cH:7]1>>[Cl:1][c:2]1[cH:3][cH:4][c:5]([S:8][CH:9]2[C:10](=[O:16])[N:11]([C:19]([NH:18][CH3:17])=[O:20])[CH2:12][CH2:13][CH2:14][CH2:15]2)[cH:6][cH:7]1. Starting materials: C1CC=COC1 (DHP), NC=1SC(=CN1)C(=O)OCC (ethyl 2-aminothiazole-5-carboxylate). Reagents/catalysts: C(=O)(C(F)(F)F)O (TFA). Run in CC#N (CH3CN). Product: O1C(CCCC1)NC=1SC(=CN1)C(=O)OCC (ethyl 2-(tetrahydro-2H-pyran-2-ylamino)thiazole-5-carboxylate). Isolated yield 63.6%. RXN SMILES: [CH2:1]1[CH2:6][O:5][CH:4]=[CH:3][CH2:2]1.[NH2:7][C:8]1[S:9][C:10]([C:13]([O:15][CH2:16][CH3:17])=[O:14])=[CH:11][N:12]=1>CC#N.C(O)(C(F)(F)F)=O>[O:5]1[CH2:6][CH2:1][CH2:2][CH2:3][CH:4]1[NH:7][C:8]1[S:9][C:10]([C:13]([O:15][CH2:16][CH3:17])=[O:14])=[CH:11][N:12]=1. Procedure details: TFA (22 μL, 0.3 mmol) and DHP (3.9 mL, 43.5 mmol) were added to a suspension of ethyl 2-aminothiazole-5-carboxylate (5 g, 29 mmol) in CH3CN (40 mL) at RT. The resulting mixture was stirred at reflux overnight. The reaction mixture was concentrated and dissolved in AcOEt/PE and kept at 4 C overnight. The resultant white solid was filtrated and washed with PE, yielding ethyl 2-(tetrahydro-2H-pyran-2-ylamino)thiazole-5-carboxylate (4.73 g, 64%). Reactants: COC(CCCC1=CC2=C(N=C(S2)C)C=C1)=O (4-(2-methyl-benzothiazol-6-yl)-butyric acid methyl ester), [OH-].[Na+] (NaOH), Cl (HCl). Solvent: CCO (EtOH). Reaction conditions: time 2 hour. Yields the product CC=1SC2=C(N1)C=CC(=C2)CCCC(=O)O (4-(2-methyl-benzothiazol-6-yl)-butyric acid). Reaction SMILES: C[O:2][C:3](=[O:17])[CH2:4][CH2:5][CH2:6][C:7]1[CH:16]=[CH:15][C:10]2[N:11]=[C:12]([CH3:14])[S:13][C:9]=2[CH:8]=1.[OH-].[Na+].Cl>CCO>[CH3:14][C:12]1[S:13][C:9]2[CH:8]=[C:7]([CH2:6][CH2:5][CH2:4][C:3]([OH:17])=[O:2])[CH:16]=[CH:15][C:10]=2[N:11]=1 |f:1.2|. Procedure details: Next, to a solution of 4-(2-methyl-benzothiazol-6-yl)-butyric acid methyl ester in EtOH (4 mL) is added aqueous 1M NaOH (4 mL) and the mixture is stirred at room temperature for 2 hours. The solution is acidified to pH 2 with aqueous 1M HCl and is extracted with ethyl acetate. The organic layer is washed with water, brine, dried over magnesium sulfate and filtered. The solvent is removed under reduced pressure to give 4-(2-methyl-benzothiazol-6-yl)-butyric acid. MS 236.3 (M+1).